This data is from the Open Reaction Database (ORD), a public repository of structured organic reaction records. The task is: describe an organic reaction: reactants, conditions, products, and yield The reactants are ClC=1C=C(C=NC1I)C=O (5-chloro-6-iodo-3-pyridinecarbaldehyde), C(OC)(OC)OC (trimethyl orthoformate), Cl (HCl), C(Cl)Cl (DCM). Reported procedure: A mixture of 5-chloro-6-iodo-3-pyridinecarbaldehyde (260 mg, 0.972 mmol), trimethyl orthoformate (1.064 ml, 9.72 mmol), HCl (3M in MeOH) (0.778 ml, 2.333 mmol), DCM (1.5 ml) and MeOH (1.5 ml) was stirred at 50° C. for 3 h. TLC showed full conversion. The solution was cooled to room temperature and concentrated under vacuum. The residue was diluted with sat. NaHCO3 and EtOAc. Extraction, drying (MgSO4), filtration, and concentration afforded 271.5 mg of crude material. Purification by flash chrom... Isolated yield 78.7%. Reaction conditions: temperature 50 celsius, time 3 hour. Product: COC(C=1C=C(C(=NC1)I)Cl)OC (5-[bis(methyloxy)methyl]-3-chloro-2-iodopyridine). Solvent: CO (MeOH). RXN SMILES: [Cl:1][C:2]1[CH:3]=[C:4](C=O)[CH:5]=[N:6][C:7]=1[I:8].[CH:11](OC)([O:14][CH3:15])[O:12][CH3:13].Cl.C(Cl)Cl>CO>[CH3:13][O:12][CH:11]([O:14][CH3:15])[C:4]1[CH:3]=[C:2]([Cl:1])[C:7]([I:8])=[N:6][CH:5]=1. Reactants: O=C(C(C(=O)NCC(=O)OC(C)(C)C)=CC1=CC(=CC=C1)[N+](=O)[O-])C (t-butyl 2-[N-[3-oxo-2-(3-nitrobenzylidene)butanoyl]amino]-acetate), C/C(=C\C#N)/N (3-aminocrotonitrile). The solvent is C1(=CC=CC=C1)C (toluene). The product is C(#N)C=1C(C(=C(NC1C)C)C(=O)NCC(=O)OC(C)(C)C)C1=CC(=CC=C1)[N+](=O)[O-] (t-butyl 2-[N-(5-cyano-1,4-dihydro-2,6-dimethyi-4-(3-nitro-phenyl)pyridine-3-carbonyl)amino]-acetate). Isolated yield 98.7%. RXN SMILES: O=[C:2]([CH3:25])[C:3](=[CH:15][C:16]1[CH:21]=[CH:20][CH:19]=[C:18]([N+:22]([O-:24])=[O:23])[CH:17]=1)[C:4]([NH:6][CH2:7][C:8]([O:10][C:11]([CH3:14])([CH3:13])[CH3:12])=[O:9])=[O:5].[CH3:26]/[C:27](/[NH2:31])=[CH:28]\[C:29]#[N:30]>C1(C)C=CC=CC=1>[C:29]([C:28]1[CH:15]([C:16]2[CH:21]=[CH:20][CH:19]=[C:18]([N+:22]([O-:24])=[O:23])[CH:17]=2)[C:3]([C:4]([NH:6][CH2:7][C:8]([O:10][C:11]([CH3:14])([CH3:13])[CH3:12])=[O:9])=[O:5])=[C:2]([CH3:25])[NH:31][C:27]=1[CH3:26])#[N:30]. Procedure details: A toluene solution containing 348 mg (1 mmol) of t-butyl 2-[N-[3-oxo-2-(3-nitrobenzylidene)butanoyl]amino]-acetate and 123 mg (1.5 mmol) of 3-aminocrotonitrile was refluxed for 4 hours. The reaction mixture was chromatographed on a silica gel column for purification, whereby 407 mg (98.7%) of t-butyl 2-[N-(5-cyano-1,4-dihydro-2,6-dimethyi-4-(3-nitro-phenyl)pyridine-3-carbonyl)amino]-acetate was obtained.